From a dataset of the Open Reaction Database (ORD), a public repository of structured organic reaction records. describe an organic reaction: reactants, conditions, products, and yield The reactants are CC(=O)OCC(=O)Cl, Cc1nc2c(F)cc(C(C)(C)C)cc2c(O)c1C, [H-], [Na+], C1CCOC1, O. Yields the product CC(=O)OCC(=O)c1c(C)c(C)nc2c(F)cc(C(C)(C)C)cc12. Reaction SMILES: [C:21]([CH3:22])(=[O:23])[O:24][CH2:25][C:26](=[O:27])[Cl:28].[CH3:3][c:4]1[n:5][c:6]2[c:7]([F:20])[cH:8][c:9]([C:16]([CH3:17])([CH3:18])[CH3:19])[cH:10][c:11]2[c:12]([OH:15])[c:13]1[CH3:14].[H-:1].[Na+:2].[O:30]1[CH2:31][CH2:32][CH2:33][CH2:34]1.[OH2:29]>>[CH3:3][c:4]1[n:5][c:6]2[c:7]([F:20])[cH:8][c:9]([C:16]([CH3:17])([CH3:18])[CH3:19])[cH:10][c:11]2[c:12]([C:26]([CH2:25][O:24][C:21]([CH3:22])=[O:23])=[O:27])[c:13]1[CH3:14]. Reactants: BrBr, CC(=O)O, Nc1ccnc(N)n1. As a reaction SMILES: [Br:9][Br:10].[CH3:11][C:12](=[O:13])[OH:14].[NH2:1][c:2]1[n:3][cH:4][cH:5][c:6]([NH2:8])[n:7]1>>[NH2:1][c:2]1[n:3][cH:4][c:5]([Br:9])[c:6]([NH2:8])[n:7]1. Yields the product Nc1ncc(Br)c(N)n1. Reactants: BrC1=CC=CC(=N1)CO ((6-bromopyridin-2-yl)methanol), Pd(PPh3), CC1(OB(OC1(C)C)C=1C=C(OCC(=O)OCC)C=CC1)C (ethyl [3-(4,4,5,5-tetramethyl-1,3,2-dioxaborolan-2-yl)phenoxy]acetate), C(=O)([O-])[O-].[Na+].[Na+] (Na2CO3). The solvent is COCCOC (DME). Conditions: time 20 minute. Product: OCC1=CC=CC(=N1)C=1C=C(OCC(=O)OCC)C=CC1 (ethyl {3-[6-(hydroxymethyl)pyridin-2-yl]phenoxy}acetate). Isolated yield 26.4%. RXN SMILES: Br[C:2]1[N:7]=[C:6]([CH2:8][OH:9])[CH:5]=[CH:4][CH:3]=1.CC1(C)C(C)(C)OB([C:18]2[CH:19]=[C:20]([CH:28]=[CH:29][CH:30]=2)[O:21][CH2:22][C:23]([O:25][CH2:26][CH3:27])=[O:24])O1.C([O-])([O-])=O.[Na+].[Na+]>COCCOC>[OH:9][CH2:8][C:6]1[N:7]=[C:2]([C:18]2[CH:19]=[C:20]([CH:28]=[CH:29][CH:30]=2)[O:21][CH2:22][C:23]([O:25][CH2:26][CH3:27])=[O:24])[CH:3]=[CH:4][CH:5]=1 |f:2.3.4|. Procedure: To a solution of (6-bromopyridin-2-yl)methanol (811 mg) in DME (20 mL) was added Pd(PPh3) 4 (453 mg) at ambient temperature under N2 gas atmosphere. After stirring for 20 minutes, ethyl [3-(4,4,5,5-tetramethyl-1,3,2-dioxaborolan-2-yl)phenoxy]acetate (1.20 g) and a solution of 2M Na2CO3 aqueous solution (5.88 mL) were added and the mixture was refluxed for 7 hours. The mixture was cooled to ambient temperature and partitioned between EtOAc (40 mL) and water. The organic layer was washed with satu...